Dataset: the Open Reaction Database (ORD), a public repository of structured organic reaction records. Task: describe an organic reaction: reactants, conditions, products, and yield Reactants: CC1=NN(C2=NC=NC(=C21)N)[C@@H]2CC[C@@H](CC2)N2CCN(CC2)C (cis-3-Methyl-1-[4-(4-methylpiperazino)cyclohexyl]-1H-pyrazolo[3,4-d]pyrimidin-4-amine), C(=O)C1=CC=C(C=C1)B(O)O (4-formylphenylboronic acid), palladium tetrakistriphenyphosphine, C([O-])([O-])=O.[Na+].[Na+] (sodium carbonate), COCCOC (ethylene glycol dimethyl ether). The solvent is O (water). The product is NC1=C2C(=NC=N1)N(N=C2C2=CC=C(C=O)C=C2)C2CCC(CC2)N2CCN(CC2)C (4-{4-amino-1-[4-(4-methylpiperazino)cyclohexyl]-1H-pyrazolo[3,4-d]pyrimidin-3-yl}benzaldehyde). Yield: 54.3%. As a reaction SMILES: [CH3:1][C:2]1[C:10]2[C:5](=[N:6][CH:7]=[N:8][C:9]=2[NH2:11])[N:4]([C@H:12]2[CH2:17][CH2:16][C@@H:15]([N:18]3[CH2:23][CH2:22][N:21]([CH3:24])[CH2:20][CH2:19]3)[CH2:14][CH2:13]2)[N:3]=1.[CH:25]([C:27]1[CH:32]=[CH:31]C(B(O)O)=[CH:29][CH:28]=1)=[O:26].C(=O)([O-])[O-].[Na+].[Na+].COCCOC>O>[NH2:11][C:9]1[N:8]=[CH:7][N:6]=[C:5]2[N:4]([CH:12]3[CH2:17][CH2:16][CH:15]([N:18]4[CH2:19][CH2:20][N:21]([CH3:24])[CH2:22][CH2:23]4)[CH2:14][CH2:13]3)[N:3]=[C:2]([C:1]3[CH:31]=[CH:32][C:27]([CH:25]=[O:26])=[CH:28][CH:29]=3)[C:10]=12 |f:2.3.4|. Procedure: cis-3-Methyl-1-[4-(4-methylpiperazino)cyclohexyl]-1H-pyrazolo[3,4-d]pyrimidin-4-amine (3.0 g, 6.80 mmol), 4-formylphenylboronic acid (1.22 g, 8.16 mmol), palladium tetrakistriphenyphosphine (0.47 g, 0.41 mmol) and sodium carbonate (1.73 g, 16.31 mmol) were mixed with ethylene glycol dimethyl ether (70 mL) and water (35 mL). The reaction mixture was heated at reflux overnight under nitrogen. Organic solvent was removed under reduced pressure and the aqueous layer was filtered and washed with wate... Reactants: C1(CCCC1)N1C2=C(N(C(C(C1)(C)C)=O)C)C=NC(=N2)NC2=C(C=C(C(=O)O)C=C2)OC (4-(9-Cyclopentyl-5,7,7-trimethyl-6-oxo-6,7,8,9-tetrahydro-5H-pyrimido[4,5-b][1,4]diazepin-2-ylamino)-3-methoxybenzoic acid), C1(CCCC1)N1C2=C(N(C(C(C1)(C)C)=O)C)C=NC(=N2)NC2=C(C=C(C(=O)O)C=C2)OC (4-(9-Cyclopentyl-5,7,7-trimethyl-6-oxo-6,7,8,9-tetrahydro-5H-pyrimido[4,5-b][1,4]diazepin-2-ylamino)-3-methoxybenzoic acid), CCN(C(C)C)C(C)C (DIPEA), CN(C)C(=[N+](C)C)ON1C2=C(C=CC=C2)N=N1.[B-](F)(F)(F)F (TBTU), NN1CCN(CC1)C (1-amino-4-methylpiperazine). Solvent: CN(C)C=O (DMF). Conditions: time 16 hour. Yields the product C1(CCCC1)N1C2=C(N(C(C(C1)(C)C)=O)C)C=NC(=N2)NC2=C(C=C(C(=O)NN1CCN(CC1)C)C=C2)OC (4-(9-cyclopentyl-5,7,7-trimethyl-6-oxo-6,7,8,9-tetrahydro-5H-pyrimido[4,5-b][1,4]diazepin-2-ylamino)-3-methoxy-N-(4-methyl-piperazin-1-yl)-benzamide). Reaction SMILES: [CH:1]1([N:6]2[CH2:12][C:11]([CH3:14])([CH3:13])[C:10](=[O:15])[N:9]([CH3:16])[C:8]3[CH:17]=[N:18][C:19]([NH:21][C:22]4[CH:30]=[CH:29][C:25]([C:26]([OH:28])=O)=[CH:24][C:23]=4[O:31][CH3:32])=[N:20][C:7]2=3)[CH2:5][CH2:4][CH2:3][CH2:2]1.CCN(C(C)C)C(C)C.CN(C(ON1N=NC2C=CC=CC1=2)=[N+](C)C)C.[B-](F)(F)(F)F.[NH2:64][N:65]1[CH2:70][CH2:69][N:68]([CH3:71])[CH2:67][CH2:66]1>CN(C=O)C>[CH:1]1([N:6]2[CH2:12][C:11]([CH3:13])([CH3:14])[C:10](=[O:15])[N:9]([CH3:16])[C:8]3[CH:17]=[N:18][C:19]([NH:21][C:22]4[CH:30]=[CH:29][C:25]([C:26]([NH:64][N:65]5[CH2:70][CH2:69][N:68]([CH3:71])[CH2:67][CH2:66]5)=[O:28])=[CH:24][C:23]=4[O:31][CH3:32])=[N:20][C:7]2=3)[CH2:2][CH2:3][CH2:4][CH2:5]1 |f:2.3|. Reported procedure: 4-(9-Cyclopentyl-5,7,7-trimethyl-6-oxo-6,7,8,9-tetrahydro-5H-pyrimido[4,5-b][1,4]diazepin-2-ylamino)-3-methoxybenzoic acid (Intermediate 6) (20 mg, 0.046 mmol, 1 eq), DIPEA (16 μl, 0.091 mmol, 2 eq) and TBTU (16 mg, 0.05 mmol, 1.1 eq) were added to 0.5 mL DMF and the resulting solution stirred at rt for 5 min before the addition of 1-amino-4-methylpiperazine (7 mg). The RM was then stirred at rt for 16 hours before purifying by preparative RP-HPLC-MS (Preparative—1) to provide 4-(9-cyclopentyl-5...